describe an organic reaction: reactants, conditions, products, and yield From a dataset of the Open Reaction Database (ORD), a public repository of structured organic reaction records. The reactants are BrC=1C=C(C2=C(CCOCO2)C1)OC (2-bromo-4-methoxy-8,9-dihydro-5,7-dioxa-benzocycloheptene), C(CCC)[Li] (n-butyllithium), [Cl-].[NH4+] (ammonium chloride), C(=O)N1CCOCC1 (N-formylmorpholine). The solvent is C1CCOC1 (THF), C(C)(=O)OCC (ethyl acetate). Reaction conditions: temperature -70 celsius, time 10 minute. The product is COC1=CC(=CC=2CCOCOC21)C=O (4-methoxy-8,9-dihydro-5,7-dioxabenzocycloheptene-2-carbaldehyde). Reaction SMILES: Br[C:2]1[CH:3]=[C:4]([O:13][CH3:14])[C:5]2[O:11][CH2:10][O:9][CH2:8][CH2:7][C:6]=2[CH:12]=1.C([Li])CCC.[CH:20](N1CCOCC1)=[O:21].[Cl-].[NH4+]>C1COCC1.C(OCC)(=O)C>[CH3:14][O:13][C:4]1[C:5]2[O:11][CH2:10][O:9][CH2:8][CH2:7][C:6]=2[CH:12]=[C:2]([CH:20]=[O:21])[CH:3]=1 |f:3.4|. Procedure details: To a solution of 420 mg of 2-bromo-4-methoxy-8,9-dihydro-5,7-dioxa-benzocycloheptene in 10 ml of THF there was added dropwise 0.7 ml of n-butyllithium (2.66 M, hexane solution) at −70° C. under a nitrogen atmosphere. After stirring at −70° C. for 10 minutes, 0.5 ml of N-formylmorpholine was added and the temperature was raised from −70° C. to 0° C. over a period of 30 minutes. Saturated aqueous ammonium chloride was added to the reaction mixture, and extraction was performed with ethyl acetate. ... Starting materials: O=c1n(-c2ccc(Oc3ccccc3)cc2)ccn1-c1ccc(OCCBr)c(Cc2ccccc2)c1, C1CCNC1, CC#N, [I-], [Na+]. Product: O=c1n(-c2ccc(Oc3ccccc3)cc2)ccn1-c1ccc(OCCN2CCCC2)c(Cc2ccccc2)c1. RXN SMILES: [CH2:1]([c:2]1[cH:3][cH:4][cH:5][cH:6][cH:7]1)[c:8]1[cH:9][c:10](-[n:18]2[c:19](=[O:36])[n:20](-[c:23]3[cH:24][cH:25][c:26]([O:29][c:30]4[cH:31][cH:32][cH:33][cH:34][cH:35]4)[cH:27][cH:28]3)[cH:21][cH:22]2)[cH:11][cH:12][c:13]1[O:14][CH2:15][CH2:16][Br:17].[CH2:37]1[CH2:38][CH2:39][NH:40][CH2:41]1.[CH3:44][C:45]#[N:46].[I-:43].[Na+:42]>>[CH2:1]([c:2]1[cH:3][cH:4][cH:5][cH:6][cH:7]1)[c:8]1[cH:9][c:10](-[n:18]2[c:19](=[O:36])[n:20](-[c:23]3[cH:24][cH:25][c:26]([O:29][c:30]4[cH:31][cH:32][cH:33][cH:34][cH:35]4)[cH:27][cH:28]3)[cH:21][cH:22]2)[cH:11][cH:12][c:13]1[O:14][CH2:15][CH2:16][N:40]1[CH2:39][CH2:38][CH2:37][CH2:41]1. Reaction SMILES: [CH3:53][CH2:54][N:55]=[C:56]=[N:57][CH2:58][CH2:59][CH2:60][N:61]([CH3:62])[CH3:63].[CH:44]([N:45]([CH2:46][CH3:47])[CH:48]([CH3:49])[CH3:50])([CH3:51])[CH3:52].[Cl:1][c:2]1[cH:3][c:4]2[c:5]([cH:6][n:7]1)[nH:8][c:9]([C:11](=[O:12])[OH:13])[cH:10]2.[O:64]=[CH:65][N:66]([CH3:67])[CH3:68].[OH:34][n:35]1[c:36]2[c:37]([cH:38][cH:39][cH:40][cH:41]2)[n:42][n:43]1.[c:14]1([CH2:20][CH:21]([C:22]2([c:27]3[cH:28][cH:29][cH:30][cH:31][cH:32]3)[O:23][CH2:24][CH2:25][O:26]2)[NH2:33])[cH:15][cH:16][cH:17][cH:18][cH:19]1>>[Cl:1][c:2]1[cH:3][c:4]2[c:5]([cH:6][n:7]1)[nH:8][c:9]([C:11](=[O:13])[NH:33][CH:21]([CH2:20][c:14]1[cH:15][cH:16][cH:17][cH:18][cH:19]1)[C:22]1([c:27]3[cH:28][cH:29][cH:30][cH:31][cH:32]3)[O:23][CH2:24][CH2:25][O:26]1)[cH:10]2. The reactants are CCN=C=NCCCN(C)C, CCN(C(C)C)C(C)C, O=C(O)c1cc2cc(Cl)ncc2[nH]1, CN(C)C=O, On1nnc2ccccc21, NC(Cc1ccccc1)C1(c2ccccc2)OCCO1. Yields the product O=C(NC(Cc1ccccc1)C1(c2ccccc2)OCCO1)c1cc2cc(Cl)ncc2[nH]1. Reactants: solution, C(C)(=O)OO (peroxyacetic acid), C1(=CC=CC=C1)N1N=C(N=C1SC)O (1-phenyl-5-methylmercapto-3-hydroxy-1,2,4-triazole). Run in C(C)(=O)O (acetic acid), C(C)(=O)OCC (ethyl acetate). Run at temperature 50 celsius, time 2 hour. The product is C1(=CC=CC=C1)N1N=C(N=C1S(=O)C)O (1-Phenyl-5-methylsulphinyl-3-hydroxy-1,2,4-triazole). RXN SMILES: [C:1]1([N:7]2[C:11]([S:12][CH3:13])=[N:10][C:9]([OH:14])=[N:8]2)[CH:6]=[CH:5][CH:4]=[CH:3][CH:2]=1.C(OO)(=[O:17])C>C(OCC)(=O)C.C(O)(=O)C>[C:1]1([N:7]2[C:11]([S:12]([CH3:13])=[O:17])=[N:10][C:9]([OH:14])=[N:8]2)[CH:2]=[CH:3][CH:4]=[CH:5][CH:6]=1. Procedure details: An amount of 41.4 g of 1-phenyl-5-methylmercapto-3-hydroxy-1,2,4-triazole is suspended at 50°C in 400 ml of ethyl acetate. An addition is then made dropwise, within 15 minutes, of 60 ml of a 60% solution of peroxyacetic acid in glacial acetic acid at 45°-50°C. After completion of the addition, the solution is stirred for 2 hours at 50°C, and the cooled to 20°C. The precipitated product is filtered off, washed with water, and dried in vacuo. The resulting product is 1-phenyl-5-methylsulphinyl-3-h... Starting materials: ClC=1C=NC=C(C1CC1=NN=CC2=C(C(=CC=C12)OC)OS(=O)(=O)C(F)(F)F)Cl (trifluoro-methanesulfonic acid 1-(3,5-dichloro-pyridin-4-ylmethyl)-6-methoxy-phthalazin-5-yl ester), C(C#C)N1CCOCC1 (4-prop-2-ynyl-morpholine), bis(triphenylphosphine)PdCl2. Reagents/catalysts: [Cu]I (CuI). Solvent: C(C)NCC (diethylamine). Yields the product ClC=1C=NC=C(C1CC1=NN=CC2=C(C(=CC=C12)OC)C#CCN1CCOCC1)Cl (1-(3,5-Dichloro-pyridin-4-ylmethyl)-6-methoxy-5-(3-morpholin-4-yl-prop-1-ynyl)-phthalazine). Isolated yield 38.5%. Reaction SMILES: [Cl:1][C:2]1[CH:3]=[N:4][CH:5]=[C:6]([Cl:29])[C:7]=1[CH2:8][C:9]1[C:18]2[C:13](=[C:14](OS(C(F)(F)F)(=O)=O)[C:15]([O:19][CH3:20])=[CH:16][CH:17]=2)[CH:12]=[N:11][N:10]=1.[CH2:30]([N:33]1[CH2:38][CH2:37][O:36][CH2:35][CH2:34]1)[C:31]#[CH:32]>[Cu]I.C(NCC)C>[Cl:1][C:2]1[CH:3]=[N:4][CH:5]=[C:6]([Cl:29])[C:7]=1[CH2:8][C:9]1[C:18]2[C:13](=[C:14]([C:32]#[C:31][CH2:30][N:33]3[CH2:38][CH2:37][O:36][CH2:35][CH2:34]3)[C:15]([O:19][CH3:20])=[CH:16][CH:17]=2)[CH:12]=[N:11][N:10]=1. Procedure details: Operating analogously to what described in example 74 starting from trifluoro-methanesulfonic acid 1-(3,5-dichloro-pyridin-4-ylmethyl)-6-methoxy-phthalazin-5-yl ester (2 g, 4.27 mmoles), prepared as described in example 73, 4-prop-2-ynyl-morpholine (640 mg, 5.12 mmoles), prepared as described in example 137, diethylamine (40 ml), bis(triphenylphosphine)PdCl2 (60 mg, 0.0854 mmole) and CuI (16 mg, 0.0854 mmole), 728 mg of the title compound were obtained (yield: 38.6%).